This data is from the Open Reaction Database (ORD), a public repository of structured organic reaction records. The task is: describe an organic reaction: reactants, conditions, products, and yield The reactants are C([O-])([O-])=O.[Cs+].[Cs+] (cesium carbonate), C1(=CC=CC=C1)P(C1=CC=CC=2C(C3=CC=CC(=C3OC12)P(C1=CC=CC=C1)C1=CC=CC=C1)(C)C)C1=CC=CC=C1 (4,5-bis(diphenylphosphino)-9,9-dimethylxanthene), [Si](C)(C)(C(C)(C)C)OC1C(C(NC1C)=O)(C)C ((4RS,5SR)-4-(tert-butyldimethylsilyloxy)-3,3,5-trimethylpyrrolidin-2-one), BrC1=CC(=C(C#N)C=C1)Cl (4-bromo-2-chlorobenzonitrile). Reagents/catalysts: C=1C=CC(=CC1)/C=C/C(=O)/C=C/C2=CC=CC=C2.C=1C=CC(=CC1)/C=C/C(=O)/C=C/C2=CC=CC=C2.C=1C=CC(=CC1)/C=C/C(=O)/C=C/C2=CC=CC=C2.[Pd].[Pd] (tris(dibenzylideneacetone)dipalladium(0)). Product: ClC1=C(C#N)C=CC(=C1)N1C(C([C@H]([C@@H]1C)O[Si](C)(C)C(C)(C)C)(C)C)=O (rac-2-chloro-4-[(4R,5S)-4-(tert-butyldimethylsilyloxy)-3,3,5-trimethyl-2-oxopyrrolidin-1-yl]benzonitrile), solid. The yield is 75.0%. RXN SMILES: [Si:1]([O:8][CH:9]1[CH:13]([CH3:14])[NH:12][C:11](=[O:15])[C:10]1([CH3:17])[CH3:16])([C:4]([CH3:7])([CH3:6])[CH3:5])([CH3:3])[CH3:2].Br[C:19]1[CH:26]=[CH:25][C:22]([C:23]#[N:24])=[C:21]([Cl:27])[CH:20]=1.C(=O)([O-])[O-].[Cs+].[Cs+].C1(P(C2C=CC=CC=2)C2C3OC4C(=CC=CC=4P(C4C=CC=CC=4)C4C=CC=CC=4)C(C)(C)C=3C=CC=2)C=CC=CC=1>C1C=CC(/C=C/C(/C=C/C2C=CC=CC=2)=O)=CC=1.C1C=CC(/C=C/C(/C=C/C2C=CC=CC=2)=O)=CC=1.C1C=CC(/C=C/C(/C=C/C2C=CC=CC=2)=O)=CC=1.[Pd].[Pd]>[Cl:27][C:21]1[CH:20]=[C:19]([N:12]2[C@@H:13]([CH3:14])[C@H:9]([O:8][Si:1]([C:4]([CH3:7])([CH3:6])[CH3:5])([CH3:3])[CH3:2])[C:10]([CH3:16])([CH3:17])[C:11]2=[O:15])[CH:26]=[CH:25][C:22]=1[C:23]#[N:24] |f:2.3.4,6.7.8.9.10|. Reported procedure: Using (4RS,5SR)-4-(tert-butyldimethylsilyloxy)-3,3,5-trimethylpyrrolidin-2-one (105.9 mg), 4-bromo-2-chlorobenzonitrile (89 mg), cesium carbonate (200 mg), tris(dibenzylideneacetone)dipalladium(0) (20 mg) and 4,5-bis(diphenylphosphino)-9,9-dimethylxanthene (25 mg), and in the same manner as in Reference Example 3, the title compound was obtained as a colorless solid (yield: 121 mg, 75%). The solvent is ClCCl (dichloromethane). Reported procedure: To a stirred suspension of 4.40 g (20 mmol) of iodosylbenzene in 100 ml of dichloromethane was added dropwise 6.0 g (20 mmol) of nonafluorobutane sulfonic acid at 0° C. under exclusion of moisture. The mixture was stirred at room temperature for 2 hours. The temperature was returned to 0° C. again. 1.84 g (20 mmol) of toluene was added dropwise. After the addition, stirring was continued at room temperature for additional 1 hour. The solvent as evaporated. The oily residue was dissolved in dieth... The product is FC(C(C(C(S(=O)(=O)[O-])(F)F)(F)F)(F)F)(F)F.CC1=CC=C(C=C1)[I+]C1=CC=CC=C1 (4-methylphenyl phenyl iodonium nonafluorobutane sulfonate). Reaction SMILES: [I:1]([C:3]1[CH:8]=[CH:7][CH:6]=[CH:5][CH:4]=1)=O.[F:9][C:10]([F:25])([F:24])[C:11]([F:23])([F:22])[C:12]([F:21])([F:20])[C:13]([F:19])([F:18])[S:14]([OH:17])(=[O:16])=[O:15].[C:26]1([CH3:32])[CH:31]=[CH:30][CH:29]=[CH:28][CH:27]=1>ClCCl>[F:25][C:10]([F:9])([F:24])[C:11]([F:22])([F:23])[C:12]([F:20])([F:21])[C:13]([F:18])([F:19])[S:14]([O-:17])(=[O:16])=[O:15].[CH3:32][C:26]1[CH:31]=[CH:30][C:29]([I+:1][C:3]2[CH:8]=[CH:7][CH:6]=[CH:5][CH:4]=2)=[CH:28][CH:27]=1 |f:4.5|. Reaction conditions: time 2 hour. Reactants: FC(C(C(C(S(=O)(=O)O)(F)F)(F)F)(F)F)(F)F (nonafluorobutane sulfonic acid), I(=O)C1=CC=CC=C1 (iodosylbenzene), C1(=CC=CC=C1)C (toluene). Starting materials: O1C[C@H]1CC ((R)-(+)-1,2-epoxybutane), ice water, IC1=C(C=CC=C1)C(F)(F)F (2-Iodobenzotrifluoride), [Li]CCCC (n-BuLi). Run in C1CCOC1 (THF), C1CCOC1 (THF). Run at time 1 hour. Yields the product FC(C1=C(C=CC=C1)C[C@@H](CC)O)(F)F ((R)-1-(2-(trifluoromethyl)phenyl)butan-2-ol). RXN SMILES: I[C:2]1[CH:7]=[CH:6][CH:5]=[CH:4][C:3]=1[C:8]([F:11])([F:10])[F:9].[Li]CCCC.[O:17]1[C@H:19]([CH2:20][CH3:21])[CH2:18]1>C1COCC1>[F:9][C:8]([F:11])([F:10])[C:3]1[CH:4]=[CH:5][CH:6]=[CH:7][C:2]=1[CH2:18][C@H:19]([OH:17])[CH2:20][CH3:21]. Procedure details: 2-Iodobenzotrifluoride (3 g) was dissolved in THF (18 ml) and was cooled to −78° C. n-BuLi (2.5 M in hexanes, 13.23 ml) was added dropwise to the reaction mixture. After 1 h, (R)-(+)-1,2-epoxybutane (1.4 ml) in THF (18 ml) was added. The reaction temperature was slowly increased to rt. The mixture was poured into ice-water (100 ml), and the product was extracted with heptane. The organic phase was washed with brine and water, dried (Na2SO4) ja evaporated under vacuum. The title compound was obta... Starting materials: CI, CO, COCCOC, Cn1c(CC#N)ccc1C(=O)c1ccc(Cl)cc1, [H-], [Na+]. Product: CC(C#N)c1ccc(C(=O)c2ccc(Cl)cc2)n1C. As a reaction SMILES: [CH3:21][I:22].[CH3:23][OH:24].[CH3:25][O:26][CH2:27][CH2:28][O:29][CH3:30].[Cl:3][c:4]1[cH:5][cH:6][c:7]([C:8](=[O:9])[c:10]2[cH:11][cH:12][c:13]([CH2:16][C:17]#[N:18])[n:14]2[CH3:15])[cH:19][cH:20]1.[H-:1].[Na+:2]>>[Cl:3][c:4]1[cH:5][cH:6][c:7]([C:8](=[O:9])[c:10]2[cH:11][cH:12][c:13]([CH:16]([C:17]#[N:18])[CH3:21])[n:14]2[CH3:15])[cH:19][cH:20]1. Reactants: COc1ccccc1, O=CC1CN(C(C(=O)O)C2CCCCC2)CC1c1ccccc1, O=CO, Cl, O=C(O)C(F)(F)F, c1ccc2c(c1)nnn2C1CCNCC1. The product is O=C(O)C(C1CCCCC1)N1CC(CN2CCC(n3nnc4ccccc43)CC2)C(c2ccccc2)C1. RXN SMILES: [CH3:47][O:48][c:49]1[cH:50][cH:51][cH:52][cH:53][cH:54]1.[CH:17](=[O:18])[CH:19]1[CH2:20][N:21]([CH:30]([C:31](=[O:32])[OH:33])[CH:34]2[CH2:35][CH2:36][CH2:37][CH2:38][CH2:39]2)[CH2:22][CH:23]1[c:24]1[cH:25][cH:26][cH:27][cH:28][cH:29]1.[CH:55]([OH:56])=[O:57].[ClH:16].[F:40][C:41]([F:42])([F:43])[C:44]([OH:45])=[O:46].[n:1]1([CH:10]2[CH2:11][CH2:12][NH:13][CH2:14][CH2:15]2)[n:2][n:3][c:4]2[c:5]1[cH:6][cH:7][cH:8][cH:9]2>>[n:1]1([CH:10]2[CH2:11][CH2:12][N:13]([CH2:17][CH:19]3[CH2:20][N:21]([CH:30]([C:31](=[O:32])[OH:33])[CH:34]4[CH2:35][CH2:36][CH2:37][CH2:38][CH2:39]4)[CH2:22][CH:23]3[c:24]3[cH:25][cH:26][cH:27][cH:28][cH:29]3)[CH2:14][CH2:15]2)[n:2][n:3][c:4]2[c:5]1[cH:6][cH:7][cH:8][cH:9]2. The reactants are CC(C)(C)n1ncc2c1CCCCC2=O, COC(=O)OC, [H-], [Na+]. Yields the product COC(=O)C1CCCc2c(cnn2C(C)(C)C)C1=O. As a reaction SMILES: [C:1]([CH3:2])([CH3:3])([CH3:4])[n:5]1[n:6][cH:7][c:8]2[c:9]1[CH2:10][CH2:11][CH2:12][CH2:13][C:14]2=[O:15].[CH3:18][O:19][C:20]([O:21][CH3:23])=[O:22].[H-:16].[Na+:17]>>[C:1]([CH3:2])([CH3:3])([CH3:4])[n:5]1[n:6][cH:7][c:8]2[c:9]1[CH2:10][CH2:11][CH2:12][CH:13]([C:20]([O:19][CH3:18])=[O:21])[C:14]2=[O:15]. Reactants: O=C(O)C12CC3CC(C1)CC(C(=O)O)(C3)C2, CC(=O)O, O=C1c2ccccc2C(=O)N1O. The product is O=C(O)C12CC3CC(O)(C1)CC(C(=O)O)(C3)C2. Reaction SMILES: [C:1]12([C:14](=[O:15])[OH:16])[CH2:2][C:3]3([C:11](=[O:12])[OH:13])[CH2:4][CH:5]([CH2:6][CH:7]([CH2:8]1)[CH2:9]3)[CH2:10]2.[CH3:29][C:30](=[O:31])[OH:32].[OH:17][N:18]1[C:19](=[O:20])[c:21]2[cH:22][cH:23][cH:24][cH:25][c:26]2[C:27]1=[O:28]>>[C:1]12([C:14](=[O:15])[OH:16])[CH2:2][C:3]3([C:11](=[O:12])[OH:13])[CH2:4][C:5]([OH:17])([CH2:6][CH:7]([CH2:8]1)[CH2:9]3)[CH2:10]2. Solvent: C(Cl)(Cl)(Cl)Cl (CCl4), C(Cl)Cl (CH2Cl2). Reported procedure: To a refluxing solution of 3-chloro-2-methylbenzonitrile (2.0 g,13.2 mmol) in 20 mL of CCl4 was added 2.6 g (14.4 mmol, 1.1 eq) of N-bromosuccinimide and 0.2 g of AIBN. The solution was refluxed for 3 hours and then cooled, diluted with 500 mL of CH2Cl2 and washed with 200 mL of H2O and 200 mL of brine. The organic phase was dried over MgSO4, filtered and concentrated in vacuo. The resultant oil was flash chromatographed with 5:1 hexane/ethyl acetate to yield the titled compound (1.4 g, 46%) as ... As a reaction SMILES: [Cl:1][C:2]1[C:3]([CH3:10])=[C:4]([CH:7]=[CH:8][CH:9]=1)[C:5]#[N:6].[Br:11]N1C(=O)CCC1=O.CC(N=NC(C#N)(C)C)(C#N)C>C(Cl)(Cl)(Cl)Cl.C(Cl)Cl>[Cl:1][C:2]1[CH:9]=[CH:8][CH:7]=[C:4]([C:5]#[N:6])[C:3]=1[CH2:10][Br:11]. The product is ClC1=C(CBr)C(=CC=C1)C#N (2-chloro-6-cyanobenzyl bromide). Yield: 46.0%. Reactants: ClC=1C(=C(C#N)C=CC1)C (3-chloro-2-methylbenzonitrile), BrN1C(CCC1=O)=O (N-bromosuccinimide), CC(C)(C#N)N=NC(C)(C)C#N (AIBN). The reactants are COC=1C=C(C=CC1OC)C1(CNCC1)CCO (2-[3-(3,4-Dimethoxy-phenyl)-pyrrolidin-3-yl]-ethanol), C(=O)=O.CC(=O)C (dry-ice acetone), CN1CCOCC1 (4-Methylmorpholine), C(C)OC=1C=C(C(=O)Cl)C=C(C1OCC)OCC (3,4,5-triethoxy-benzoyl chloride). Run in ClCCl (dichloromethane), ClCCl (dichloromethane), ClCCl (dichloromethane). Run at time 1 hour. The product is COC=1C=C(C=CC1OC)C1(CN(CC1)C(C1=CC(=C(C(=C1)OCC)OCC)OCC)=O)CCO (2-[3-(3,4-dimethoxy-phenyl)-1-(3,4,5-triethoxy-benzoyl)-pyrrolidin-3-yl]-ethanol). RXN SMILES: [CH3:1][O:2][C:3]1[CH:4]=[C:5]([C:11]2([CH2:16][CH2:17][OH:18])[CH2:15][CH2:14][NH:13][CH2:12]2)[CH:6]=[CH:7][C:8]=1[O:9][CH3:10].CN1CCOCC1.[CH2:26]([O:28][C:29]1[CH:30]=[C:31]([CH:35]=[C:36]([O:41][CH2:42][CH3:43])[C:37]=1[O:38][CH2:39][CH3:40])[C:32](Cl)=[O:33])[CH3:27].C(=O)=O.CC(C)=O>ClCCl>[CH3:1][O:2][C:3]1[CH:4]=[C:5]([C:11]2([CH2:16][CH2:17][OH:18])[CH2:15][CH2:14][N:13]([C:32](=[O:33])[C:31]3[CH:30]=[C:29]([O:28][CH2:26][CH3:27])[C:37]([O:38][CH2:39][CH3:40])=[C:36]([O:41][CH2:42][CH3:43])[CH:35]=3)[CH2:12]2)[CH:6]=[CH:7][C:8]=1[O:9][CH3:10] |f:3.4|. Reported procedure: 2-[3-(3,4-Dimethoxy-phenyl)-pyrrolidin-3-yl]-ethanol (405 mg, 1.61 mmol) and dichloromethane (20 mL) were combined. 4-Methylmorpholine (350 L, 3.22 mmol, 2 eq.) was added. The mixture was cooled in a dry-ice/acetone bath and a solution of 3,4,5-triethoxy-benzoyl chloride (461 mg, 1.69 mmol) in dichloromethane (10 mL) was added dropwise. After the addition was complete, the dry-ice/acetone bath was changed to an ice bath and the mixture was stirred for 1 h. Allowed to warm to ambient temperature ... Starting materials: C(=O)(O)[O-].[Na+] (NaHCO3), CN (methylamine), BrC1=CC=C(C=C1)S(=O)(=O)Cl (4-bromo-benzenesulfonyl chloride). Run in C(Cl)Cl (CH2Cl2), C(Cl)Cl (CH2Cl2). Run at temperature 20 celsius, time 8 hour. The product is BrC1=CC=C(C=C1)S(=O)(=O)NC (4-bromo-N-methyl-benzenesulfonamide). Yield: 96.8%. As a reaction SMILES: C([O-])(O)=O.[Na+].[CH3:6][NH2:7].[Br:8][C:9]1[CH:14]=[CH:13][C:12]([S:15](Cl)(=[O:17])=[O:16])=[CH:11][CH:10]=1>C(Cl)Cl>[Br:8][C:9]1[CH:14]=[CH:13][C:12]([S:15]([NH:7][CH3:6])(=[O:17])=[O:16])=[CH:11][CH:10]=1 |f:0.1|. Procedure details: To a mixture of sat aq. NaHCO3 (42 g, 0.50 mol), CH2Cl2 (400 mL) and methylamine (51.7 g, 0.50 mol, 30% in methanol) was added a solution of 4-bromo-benzenesulfonyl chloride (130 g, 0.50 mol) in CH2Cl2 (100 mL). The reaction was stirred at 20° C. overnight. The organic phase was separated and dried over Na2SO4. Evaporation of the solvent under reduced pressure provided 4-bromo-N-methyl-benzenesulfonamide (121 g, crude), which was used in the next step without further purification. 1H NMR (CDCl3,...